This data is from the Open Reaction Database (ORD), a public repository of structured organic reaction records. The task is: describe an organic reaction: reactants, conditions, products, and yield Starting materials: Br, CC(=O)O, COc1ccc(S(N)(=O)=O)cc1C(=O)O, [NH4+], [OH-]. Product: NS(=O)(=O)c1ccc(O)c(C(=O)O)c1. Reaction SMILES: [BrH:16].[CH3:19][C:20](=[O:21])[OH:22].[CH3:1][O:2][c:3]1[c:4]([C:5](=[O:6])[OH:7])[cH:8][c:9]([S:12]([NH2:13])(=[O:14])=[O:15])[cH:10][cH:11]1.[NH4+:17].[OH-:18]>>[OH:2][c:3]1[c:4]([C:5](=[O:6])[OH:7])[cH:8][c:9]([S:12]([NH2:13])(=[O:14])=[O:15])[cH:10][cH:11]1. Reactants: CC1(OC(=O)CC(=O)O1)C (Meldrum's acid), C(C1=CC(OC)=C(OC)C=C1)=O (veratraldehyde), C(C)(=O)OCC (ethyl acetate), mixture, C(=O)O (formic acid). Solvent: C(C)N(CC)CC (triethylamine). The product is COC=1C=C(C=CC1OC)CCC(=O)O (3-(3,4-dimethoxyphenyl)propionic acid). As a reaction SMILES: CC1(C)[O:9][C:7](=[O:8])[CH2:6][C:4](=O)O1.C(=O)[C:12]1[CH:21]=[CH:20][C:17]([O:18][CH3:19])=[C:14]([O:15][CH3:16])[CH:13]=1.C(OCC)(=O)C.C(O)=O>C(N(CC)CC)C>[CH3:16][O:15][C:14]1[CH:13]=[C:12]([CH2:4][CH2:6][C:7]([OH:9])=[O:8])[CH:21]=[CH:20][C:17]=1[O:18][CH3:19]. Procedure details: A reaction mixture containing 14.4 g (0.1 mol) of Meldrum's acid, 16.6 g (0.1 mol) of veratraldehyde, 100 ml of ethyl acetate and 25 ml of the mixture of formic acid and triethylamine prepared as described in Example 1 was heated to its boiling point during 1 hour and then refluxed for 6 hours. After distilling off the ethyl acetate under reduced pressure, the distillation residue was cooled to room temperature, 100 ml of water were added and the pH value of the mixture was adjusted to 1 with co... Reactants: OC1=CC=C(C2=CC=CC=C12)O (1,4-Dihydroxynaphthalene), C(C1=CC=CC=C1)Cl (benzyl chloride), S(=O)([O-])S(=O)[O-].[Na+].[Na+] (sodium dithionite), [OH-].[K+] (potassium hydroxide). The solvent is CC(=O)C (acetone). Product: C(C1=CC=CC=C1)OC1=CC=C(C2=CC=CC=C12)O (1-Benzyloxy-4-hydroxynaphthalene). RXN SMILES: [OH:1][C:2]1[C:11]2[C:6](=[CH:7][CH:8]=[CH:9][CH:10]=2)[C:5]([OH:12])=[CH:4][CH:3]=1.S(S([O-])=O)([O-])=O.[Na+].[Na+].[OH-].[K+].[CH2:23](Cl)[C:24]1[CH:29]=[CH:28][CH:27]=[CH:26][CH:25]=1>CC(C)=O>[CH2:23]([O:1][C:2]1[C:11]2[C:6](=[CH:7][CH:8]=[CH:9][CH:10]=2)[C:5]([OH:12])=[CH:4][CH:3]=1)[C:24]1[CH:29]=[CH:28][CH:27]=[CH:26][CH:25]=1 |f:1.2.3,4.5|. Procedure: 23.7 g. (0.147 mole) 1,4-Dihydroxynaphthalene (purified by shaking an ethereal solution thereof with sodium dithionite solution) are dissolved in 200 ml. acetone. After adding 20.3 g. (0.147 mole) of pulverised potassium hydroxide and heating to reflux temperature, 18.6 g. (16.9 ml.) benzyl chloride are added dropwise thereto in the course of 60 minutes. The reaction mixture is thereafter heated under reflux for 4 hours while stirring, evaporated and the residue is mixed with 100 ml. water and e... Starting materials: O1CCCC1 (tetrahydrofuran), C(C)(C)[Mg]Cl (isopropylmagnesium chloride), C(C)(=O)OCC (ethyl acetate), C(#N)C1=CSC(=C1)C=O (3-Cyano-5-thiophenecarboaldehyde). Run in CCOCC (ether), CCOCC (ether). Run at temperature 0 celsius, time 2 hour. The product is C(#N)C1=CSC(=C1)C(C(C)C)O (3-cyano-5-(1-hydroxy-2-methylpropyl)Thiophene). Yield: 47.0%. Reaction SMILES: [C:1]([C:3]1[CH:7]=[C:6]([CH:8]=[O:9])[S:5][CH:4]=1)#[N:2].O1C[CH2:13][CH2:12][CH2:11]1.C([Mg]Cl)(C)C.C(OCC)(=O)C>CCOCC>[C:1]([C:3]1[CH:7]=[C:6]([CH:8]([OH:9])[CH:12]([CH3:13])[CH3:11])[S:5][CH:4]=1)#[N:2]. Procedure details: 3-Cyano-5-thiophenecarboaldehyde (2.00 g) was dissolved in anhydrous ether (100 ml) and anhydrous tetrahydrofuran (THF) (20 ml), and an ether solution (10.9 ml) of (2.0 M) isopropylmagnesium chloride was added thereto. After stirring at 0° C. for 2 hours, ethyl acetate was added thereto. The mixture was washed with an aqueous saturated ammonium chloride and further brine, dried over anhydrous magnesium sulfate and then evaporated. The resulting residue was purified by silica gel column chromatog... Reactants: N1C=C(C2=CC=CC=C12)C[C@H](CC(=O)O)NCCN(CCC1=CC=CC=C1)C(=O)OC(C)(C)C (2-[(R)-2-(1H-Indol-3-yl)-1-carboxymethyl-ethylamino]-N-(t-butoxycarbonyl)-N-(2-phenyl-ethyl)-ethylamine), ClCCl (dichloromethane), Cl (hydrogen chloride). Solvent: C(C)OCC (diethyl ether). Conditions: time 1 hour. The product is Cl.N1C=C(C2=CC=CC=C12)C[C@H](CC(=O)O)NCCNCCC1=CC=CC=C1 (2-[(R)-2-(1H-Indol-3-yl)-1-carboxymethyl-ethylamino]-N-(2-phenyl-ethyl)-ethylamine hydrochloride). Reaction SMILES: [NH:1]1[C:9]2[C:4](=[CH:5][CH:6]=[CH:7][CH:8]=2)[C:3]([CH2:10][C@@H:11]([NH:16][CH2:17][CH2:18][N:19](C(OC(C)(C)C)=O)[CH2:20][CH2:21][C:22]2[CH:27]=[CH:26][CH:25]=[CH:24][CH:23]=2)[CH2:12][C:13]([OH:15])=[O:14])=[CH:2]1.[Cl:35]CCl.Cl>C(OCC)C>[ClH:35].[NH:1]1[C:9]2[C:4](=[CH:5][CH:6]=[CH:7][CH:8]=2)[C:3]([CH2:10][C@@H:11]([NH:16][CH2:17][CH2:18][NH:19][CH2:20][CH2:21][C:22]2[CH:23]=[CH:24][CH:25]=[CH:26][CH:27]=2)[CH2:12][C:13]([OH:15])=[O:14])=[CH:2]1 |f:4.5|. Procedure: Combine 2-[(R)-2-(1H-Indol-3-yl)-1-carboxymethyl-ethylamino]-N-(t-butoxycarbonyl)-N-(2-phenyl-ethyl)-ethylamine (1.64 g, 3.53 mmol) and dichloromethane (30 mL). Slowly pass hydrogen chloride gas through the solution for 20 minutes. Stir for 1 hour. Add diethyl ether (150 mL) to form a solid. Filter and dry under vacuum to give the title compound. Elem. Anal. calculated for C22H27N3O2.0.75 H2O: C, 58.70; H, 6.98; N, 9.14. Found: C, 58.71; H, 6.98; N, 9.14.